The task is: describe an organic reaction: reactants, conditions, products, and yield. This data is from the Open Reaction Database (ORD), a public repository of structured organic reaction records. Starting materials: C1CCOC1, COc1cc(COc2nn(CCO)cc2CO)ccc1OCc1nc(-c2ccco2)oc1C. Yields the product COc1cc(COc2nn(CCO)cc2C=O)ccc1OCc1nc(-c2ccco2)oc1C. Reaction SMILES: [O:34]1[CH2:35][CH2:36][CH2:37][CH2:38]1.[o:1]1[c:2](-[c:6]2[o:7][c:8]([CH3:33])[c:9]([CH2:11][O:12][c:13]3[c:14]([O:31][CH3:32])[cH:15][c:16]([CH2:17][O:18][c:19]4[n:20][n:21]([CH2:26][CH2:27][OH:28])[cH:22][c:23]4[CH2:24][OH:25])[cH:29][cH:30]3)[n:10]2)[cH:3][cH:4][cH:5]1>>[o:1]1[c:2](-[c:6]2[o:7][c:8]([CH3:33])[c:9]([CH2:11][O:12][c:13]3[c:14]([O:31][CH3:32])[cH:15][c:16]([CH2:17][O:18][c:19]4[n:20][n:21]([CH2:26][CH2:27][OH:28])[cH:22][c:23]4[CH:24]=[O:25])[cH:29][cH:30]3)[n:10]2)[cH:3][cH:4][cH:5]1.